The task is: describe an organic reaction: reactants, conditions, products, and yield. This data is from the Open Reaction Database (ORD), a public repository of structured organic reaction records. The reactants are O.C1(=CC=C(C=C1)S(=O)(=O)O)C (toluene-4-sulfonic acid monohydrate), C(C)N1N=CC(=C1)NC=1N=CC2=C(N1)N(N=N2)C2=CC=C(C=C2)C(C)(C)O (2-{4-[5-(1-ethyl-1H-pyrazol-4-ylamino)-[1,2,3]triazolo[4,5-d]pyrimidin-3-yl]-phenyl}-propan-2-ol), O (water). Solvent: C(CO)O (ethane-1,2-diol). Run at time 16 hour. Product: C(C)N1N=CC(=C1)NC=1N=CC2=C(N1)N(N=N2)C2=CC=C(C=C2)C(C)(OCCO)C (2-(1-{4-[5-(1-ethyl-1H-pyrazol-4-ylamino)-[1,2,3]triazolo[4,5-d]pyrimidin-3-yl]-phenyl}-1-methyl-ethoxy)-ethanol). As a reaction SMILES: [CH2:1]([N:3]1[CH:7]=[C:6]([NH:8][C:9]2[N:10]=[CH:11][C:12]3[N:17]=[N:16][N:15]([C:18]4[CH:23]=[CH:22][C:21]([C:24]([OH:27])([CH3:26])[CH3:25])=[CH:20][CH:19]=4)[C:13]=3[N:14]=2)[CH:5]=[N:4]1)[CH3:2].[OH2:28].[C:29]1([CH3:39])C=CC(S(O)(=O)=O)=CC=1.O>C(O)CO>[CH2:1]([N:3]1[CH:7]=[C:6]([NH:8][C:9]2[N:10]=[CH:11][C:12]3[N:17]=[N:16][N:15]([C:18]4[CH:23]=[CH:22][C:21]([C:24]([CH3:26])([O:27][CH2:39][CH2:29][OH:28])[CH3:25])=[CH:20][CH:19]=4)[C:13]=3[N:14]=2)[CH:5]=[N:4]1)[CH3:2] |f:1.2|. Procedure: To a suspension of 2-{4-[5-(1-ethyl-1H-pyrazol-4-ylamino)-[1,2,3]triazolo[4,5-d]pyrimidin-3-yl]-phenyl}-propan-2-ol (138 mg, 0.38 mmol) in ethane-1,2-diol (1 ml) is added toluene-4-sulfonic acid monohydrate (89 mg, 0.42 mmol). The reaction mixture is stirred for 16 hours at ambient temperature. The mixture is then heated to 80° C. and the resulting clear solution is stirred at this temperature for 1 hours. The reaction mixture is cooled to room temperature and water is added. The resulting preci...